Dataset: the Open Reaction Database (ORD), a public repository of structured organic reaction records. Task: describe an organic reaction: reactants, conditions, products, and yield Starting materials: C1CCOC1, [Li]CCCC, CC(C)NC(C)C, O=C(C(Cl)(Cl)Cl)C(Cl)(Cl)Cl, CC1(C)COC(c2cc(F)c(F)cc2F)=N1, O. Yields the product CC1(C)COC(c2cc(F)c(F)c(Cl)c2F)=N1. RXN SMILES: [CH2:39]1[O:40][CH2:41][CH2:42][CH2:43]1.[CH2:8]([Li:9])[CH2:10][CH2:11][CH3:12].[CH:1]([NH:2][CH:3]([CH3:4])[CH3:5])([CH3:6])[CH3:7].[Cl:29][C:30]([Cl:31])([Cl:32])[C:33]([C:34]([Cl:35])([Cl:36])[Cl:37])=[O:38].[F:13][c:14]1[c:15]([C:22]2=[N:26][C:25]([CH3:27])([CH3:28])[CH2:24][O:23]2)[cH:16][c:17]([F:21])[c:18]([F:20])[cH:19]1.[OH2:44]>>[F:13][c:14]1[c:15]([C:22]2=[N:26][C:25]([CH3:27])([CH3:28])[CH2:24][O:23]2)[cH:16][c:17]([F:21])[c:18]([F:20])[c:19]1[Cl:29]. The reactants are C#CCBr, CCCCO, COc1ccc2c(c1)Oc1ccc(C)cc1C(N1CCNCC1)C2, [Na+], [Na+], O=C([O-])[O-]. Yields the product C#CCN1CCN(C2Cc3ccc(OC)cc3Oc3ccc(C)cc32)CC1. Reaction SMILES: [CH2:31]([C:32]#[CH:33])[Br:34].[CH2:35]([OH:36])[CH2:37][CH2:38][CH3:39].[CH3:7][O:8][c:9]1[cH:10][cH:11][c:12]2[c:13]([cH:30]1)[O:14][c:15]1[c:16]([cH:25][c:26]([CH3:29])[cH:27][cH:28]1)[CH:17]([N:19]1[CH2:20][CH2:21][NH:22][CH2:23][CH2:24]1)[CH2:18]2.[Na+:1].[Na+:2].[O-:3][C:4](=[O:5])[O-:6]>>[CH3:7][O:8][c:9]1[cH:10][cH:11][c:12]2[c:13]([cH:30]1)[O:14][c:15]1[c:16]([cH:25][c:26]([CH3:29])[cH:27][cH:28]1)[CH:17]([N:19]1[CH2:20][CH2:21][N:22]([CH2:33][C:32]#[CH:31])[CH2:23][CH2:24]1)[CH2:18]2. Reactants: [N+](=O)([O-])C1=CC2=C(N=CS2)C=C1 (6-nitrobenzothiazole), [OH-].[K+] (KOH), Cl (HCl), ClCC(CC(=O)OCC)=O (Ethyl chloroacetoacetate). Solvent: CCO (EtOH). Reaction conditions: temperature 0 celsius, time 1 hour. Product: S1C/C(/NC2=C1C=CC=C2)=C\C(=O)OCC (ethyl [4H-benzo[1,4]thiazin-(3E)-ylidene]-acetate). The yield is 4.5%. Reaction SMILES: [N+]([C:4]1[CH:12]=[CH:11][C:7]2[N:8]=[CH:9][S:10][C:6]=2[CH:5]=1)([O-])=O.[OH-].[K+].ClC[C:17](=O)[CH2:18][C:19]([O:21][CH2:22][CH3:23])=[O:20].Cl>CCO>[S:10]1[C:6]2[CH:5]=[CH:4][CH:12]=[CH:11][C:7]=2[NH:8]/[C:17](=[CH:18]/[C:19]([O:21][CH2:22][CH3:23])=[O:20])/[CH2:9]1 |f:1.2|. Procedure details: steps 1 and 2—To a solution of 6-nitrobenzothiazole (10, 10.2 g, 57 mmol) in EtOH (500 mL) was added KOH (7.0 g, 125 mmol). The reaction was heated at reflux for 15 min then cooled to 0° C. Ethyl chloroacetoacetate (9.3 g, 57 mmol) was added and the mixture stirred at RT for 1 h. The reaction mixture was poured into 1N HCl (500 mL) and the resulting solid was collected. The solid was dissolved in EtOAc. The organic phase was washed with brine, dried (MgSO4) and the solvent was removed under redu... The reactants are CCOC(=O)CBr, CN(C)C=O, [H-], [Na+], O=C(c1ccc([N+](=O)[O-])cc1)N1CCCC(=NO)c2ccccc21. The product is CCOC(=O)CON=C1CCCN(C(=O)c2ccc([N+](=O)[O-])cc2)c2ccccc21. Reaction SMILES: [Br:27][CH2:28][C:29](=[O:30])[O:31][CH2:32][CH3:33].[CH3:34][N:35]([CH3:36])[CH:37]=[O:38].[H-:25].[Na+:26].[OH:1][N:2]=[C:3]1[CH2:4][CH2:5][CH2:6][N:7]([C:14]([c:15]2[cH:16][cH:17][c:18]([N+:21](=[O:22])[O-:23])[cH:19][cH:20]2)=[O:24])[c:8]2[c:9]1[cH:10][cH:11][cH:12][cH:13]2>>[O:1]([N:2]=[C:3]1[CH2:4][CH2:5][CH2:6][N:7]([C:14]([c:15]2[cH:16][cH:17][c:18]([N+:21](=[O:22])[O-:23])[cH:19][cH:20]2)=[O:24])[c:8]2[c:9]1[cH:10][cH:11][cH:12][cH:13]2)[CH2:28][C:29](=[O:30])[O:31][CH2:32][CH3:33]. Starting materials: CCOC(=O)COc1cc(OC)c(Cl)cc1C(O)C(C)C, ClCCl, O=[Mn]=O. Yields the product CCOC(=O)COc1cc(OC)c(Cl)cc1C(=O)C(C)C. As a reaction SMILES: [CH2:1]([CH3:2])[O:3][C:4]([CH2:5][O:6][c:7]1[c:8]([CH:16]([CH:17]([CH3:18])[CH3:19])[OH:20])[cH:9][c:10]([Cl:15])[c:11]([O:13][CH3:14])[cH:12]1)=[O:21].[Cl:22][CH2:23][Cl:24].[O:25]=[Mn:26]=[O:27]>>[CH2:1]([CH3:2])[O:3][C:4]([CH2:5][O:6][c:7]1[c:8]([C:16]([CH:17]([CH3:18])[CH3:19])=[O:20])[cH:9][c:10]([Cl:15])[c:11]([O:13][CH3:14])[cH:12]1)=[O:21]. The reactants are C(C)(=O)OC(C)=O (acetic anhydride), C(=O)C1=CNC2=CC=C(C=C12)C(=O)O (3-formylindole-5-carboxylic acid), Cl.NO (hydroxylamine hydrochloride), C(C)(=O)[O-].[Na+] (sodium acetate). The solvent is C(C)(=O)O (acetic acid). Reaction conditions: time 12 hour. Product: C(#N)C1=CNC2=CC=C(C=C12)C(=O)OC (methyl 3-cyanoindole-5-carboxylate). As a reaction SMILES: [CH:1]([C:3]1[C:11]2[C:6](=[CH:7][CH:8]=C(C(O)=O)[CH:10]=2)[NH:5][CH:4]=1)=O.Cl.[NH2:16]O.C([O-])(=O)C.[Na+].[C:23]([O:26][C:27](=[O:29])[CH3:28])(=O)C>C(O)(=O)C>[C:1]([C:3]1[C:11]2[C:6](=[CH:7][CH:8]=[C:28]([C:27]([O:26][CH3:23])=[O:29])[CH:10]=2)[NH:5][CH:4]=1)#[N:16] |f:1.2,3.4|. Procedure: A mixture of 3-formylindole-5-carboxylic acid (3.47 g), hydroxylamine hydrochloride (1.97 g) and sodium acetate (2.41 g) in acetic acid (30 ml) was stirred for 12 hours, then acetic anhydride (15 ml) was added to the mixture and allowed to react under reflux for 5 hours. After cooling, the reaction mixture was filtered and the filtrate was evaporated under reduced pressure. Methanol was added to the residue and the mixture was reevaporated under reduced pressure. Thionyl chloride (8 ml) and smal... The reactants are Cc1cc(C(=O)O)cc(Cl)n1, COc1ccc(N)cc1C. Reagents/catalysts: [B-](F)(F)(F)F.CN(C)C(=[N+](C)C)ON1C2=C(C=CC(=C2)Cl)N=N1 (TCTU), CCN(C(C)C)C(C)C (DIPEA). Solvent: CN(C)C=O (DMF), CN(C)C=O (DMF), CN(C)C=O (DMF), CN(C)C=O (DMF), CN(C)C=O (DMF), CN(C)C=O (DMF). Reaction conditions: temperature 25 celsius, time 2 hour. The product is COc1ccc(NC(=O)c2cc(C)nc(Cl)c2)cc1C. Isolated yield 67.5%. As a reaction SMILES: COc1ccc(N)cc1C.Cc1cc(C(=O)O)cc(Cl)n1.[B-](F)(F)(F)F.CN(C)C(=[N+](C)C)ON1C2=C(C=CC(=C2)Cl)N=N1.CCN(C(C)C)C(C)C.CN(C)C=O>>COc1ccc(NC(=O)c2cc(C)nc(Cl)c2)cc1C. The reactants are CC(=O)Cl, CS(=O)(=O)N1CCN(c2ccc(N)cc2COc2ccc(-c3c(C4CCCCC4)c4ccc5cc4n3CC(=O)NCCC=CCCNC5=O)cc2)CC1, ClC(Cl)Cl. Product: CC(=O)Nc1ccc(N2CCN(S(C)(=O)=O)CC2)c(COc2ccc(-c3c(C4CCCCC4)c4ccc5cc4n3CC(=O)NCCC=CCCNC5=O)cc2)c1. As a reaction SMILES: [CH3:1][C:2]([Cl:3])=[O:4].[CH:5]1([c:11]2[c:12]3[cH:13][cH:14][c:15]4[cH:55][c:54]3[n:27]([c:28]2-[c:29]2[cH:30][cH:31][c:32]([O:35][CH2:36][c:37]3[c:38]([N:44]5[CH2:45][CH2:46][N:47]([S:50](=[O:51])(=[O:52])[CH3:53])[CH2:48][CH2:49]5)[cH:39][cH:40][c:41]([NH2:43])[cH:42]3)[cH:33][cH:34]2)[CH2:26][C:25](=[O:56])[NH:24][CH2:23][CH2:22][CH:21]=[CH:20][CH2:19][CH2:18][NH:17][C:16]4=[O:57])[CH2:6][CH2:7][CH2:8][CH2:9][CH2:10]1.[Cl:58][CH:59]([Cl:60])[Cl:61]>>[CH3:1][C:2](=[O:4])[NH:43][c:41]1[cH:40][cH:39][c:38]([N:44]2[CH2:45][CH2:46][N:47]([S:50](=[O:51])(=[O:52])[CH3:53])[CH2:48][CH2:49]2)[c:37]([CH2:36][O:35][c:32]2[cH:31][cH:30][c:29](-[c:28]3[c:11]([CH:5]4[CH2:6][CH2:7][CH2:8][CH2:9][CH2:10]4)[c:12]4[cH:13][cH:14][c:15]5[cH:55][c:54]4[n:27]3[CH2:26][C:25](=[O:56])[NH:24][CH2:23][CH2:22][CH:21]=[CH:20][CH2:19][CH2:18][NH:17][C:16]5=[O:57])[cH:34][cH:33]2)[cH:42]1. Starting materials: C1(=CC=CC=C1)P(=O)(C1=CC=CC=C1)N=[N+]=[N-] (Diphenylphosphoryl azide), C12(CC3CC(CC(C1)C3)C2)C(=O)O (1-admantanecarboxylic acid), N1=CC=CC=C1 (pyridine). Reaction conditions: temperature 70 celsius, time 1 hour. Product: C12(CC3CC(CC(C1)C3)C2)N=C=O (1-adamantyl isocyanate). Reaction SMILES: C1(P(N=[N+]=[N-])(C2C=CC=CC=2)=[O:8])C=CC=CC=1.[C:18]12(C(O)=O)[CH2:27][CH:22]3[CH2:23][CH:24]([CH2:26][CH:20]([CH2:21]3)[CH2:19]1)[CH2:25]2.[N:31]1[CH:36]=CC=CC=1>>[C:18]12([N:31]=[C:36]=[O:8])[CH2:19][CH:20]3[CH2:21][CH:22]([CH2:23][CH:24]([CH2:26]3)[CH2:25]1)[CH2:27]2. Reported procedure: Diphenylphosphoryl azide (9.08 g.) was added dropwise to a solution of 1-admantanecarboxylic acid (5.4 g.) in dry pyridine (25 ml.) and stirred at 70° C. for one hour to give 1-adamantyl isocyanate [I.R.: 2250 cm-1 ]. Reactants: OC=1C=C(C=CC1)CC(=O)[O-] (3hydroxyphenylacetate), O1CCCC=C1 (dihydropyran), O.C1(=CC=C(C=C1)S(=O)(=O)O)C (4-toluenesulfonic acid monohydrate), C([O-])(O)=O.[Na+] (sodium bicarbonate). Run in ClCCl (dichloromethane). Reaction conditions: time 3 hour. Product: C(C)OC(CC1=CC=CC=C1)=O (phenylacetic acid ethyl ester). RXN SMILES: O[C:2]1[CH:3]=[C:4]([CH2:8][C:9]([O-:11])=[O:10])[CH:5]=[CH:6][CH:7]=1.O1C=CC[CH2:14][CH2:13]1.O.C1(C)C=CC(S(O)(=O)=O)=CC=1.C(=O)(O)[O-].[Na+]>ClCCl>[CH2:13]([O:11][C:9](=[O:10])[CH2:8][C:4]1[CH:5]=[CH:6][CH:7]=[CH:2][CH:3]=1)[CH3:14] |f:2.3,4.5|. Procedure details: To a 0° C. solution of 116 g (0.644 mol) of the above 3hydroxyphenylacetate in 645 ml dichloromethane and 64.6 ml (0.71 mol) dihydropyran was added a few crystals of 4-toluenesulfonic acid monohydrate. The reaction was stirred for 3 hours at 0° and then added to 200 ml saturated sodium bicarbonate. The organic extract was dried over magnesium sulfate and evaporated to give 161 g (95%) of 3-(tetrahydro-2H-pyran-2-yl)oxy]-phenylacetic acid ethyl ester as an oil.